From a dataset of the Open Reaction Database (ORD), a public repository of structured organic reaction records. describe an organic reaction: reactants, conditions, products, and yield The reactants are O1C(=CC=C1)C(=O)NN (2-furancarboxylic acid hydrazide), C1(=CC=CC=C1)N=C=S (phenyl isothiocyanate), FC(C1=CC=C(CBr)C=C1)(F)F (4-trifluoromethylbenzyl bromide). The product is O1C(=CC=C1)C1=NN=C(N1C1=CC=CC=C1)SCC1=CC=C(C=C1)C(F)(F)F (3-(2-furyl)-4-phenyl-5-{[4-(trifluoromethyl)benzyl]thio}-4H-1,2,4-triazole). As a reaction SMILES: [O:1]1[CH:5]=[CH:4][CH:3]=[C:2]1[C:6]([NH:8][NH2:9])=O.[C:10]1([N:16]=[C:17]=[S:18])[CH:15]=[CH:14][CH:13]=[CH:12][CH:11]=1.[F:19][C:20]([F:30])([F:29])[C:21]1[CH:28]=[CH:27][C:24]([CH2:25]Br)=[CH:23][CH:22]=1>>[O:1]1[CH:5]=[CH:4][CH:3]=[C:2]1[C:6]1[N:16]([C:10]2[CH:15]=[CH:14][CH:13]=[CH:12][CH:11]=2)[C:17]([S:18][CH2:25][C:24]2[CH:23]=[CH:22][C:21]([C:20]([F:19])([F:29])[F:30])=[CH:28][CH:27]=2)=[N:9][N:8]=1. Procedure: This compound was synthesized using the same methodology as described in Example 1 above, using 2-furancarboxylic acid hydrazide, phenyl isothiocyanate and 4-trifluoromethylbenzyl bromide as the starting materials. (M+H)+−402. Starting materials: [H][H] (hydrogen), C1COC2(CCC(CC2)=O)O1 (1,4-cyclohexanedione monoethylene acetal), C(CC)N (propylamine). Reagents/catalysts: [Pd] (palladium on carbon). Run in CO (methanol). The product is O1CCOC12CCC(CC2)NCCC ((1,4-Dioxa-spiro[4.5]dec-8-yl)-propyl-amine). As a reaction SMILES: [CH2:1]1[O:11][C:4]2([CH2:9][CH2:8][C:7](=O)[CH2:6][CH2:5]2)[O:3][CH2:2]1.[CH2:12]([NH2:15])[CH2:13][CH3:14].[H][H]>CO.[Pd]>[O:3]1[C:4]2([CH2:9][CH2:8][CH:7]([NH:15][CH2:12][CH2:13][CH3:14])[CH2:6][CH2:5]2)[O:11][CH2:1][CH2:2]1. Procedure: To a solution of 9.36 g (60 mmol) 1,4-cyclohexanedione monoethylene acetal in 60 mL of methanol and 9.84 mL (120 mmol) of propylamine is added 0.6 g of palladium on carbon (10%). The mixture is stirred overnight under 4 bar hydrogen pressure. Filtration over Celite and concentration in vacuum provides the crude product in almost quantitative yield. Reactants: CI, CN(C)C=O, [Li+], [Li+], O=C([O-])[O-], O=C(O)c1ccc2oc3cc(O)ccc3c(=O)c2c1. The product is COC(=O)c1ccc2oc3cc(O)ccc3c(=O)c2c1. RXN SMILES: [CH3:20][I:21].[CH3:28][N:29]([CH3:30])[CH:31]=[O:32].[Li+:22].[Li+:23].[O-:24][C:25](=[O:26])[O-:27].[OH:1][c:2]1[cH:3][c:4]2[o:5][c:6]3[cH:7][cH:8][c:9]([C:17](=[O:18])[OH:19])[cH:10][c:11]3[c:12](=[O:16])[c:13]2[cH:14][cH:15]1>>[OH:1][c:2]1[cH:3][c:4]2[o:5][c:6]3[cH:7][cH:8][c:9]([C:17](=[O:18])[O:19][CH3:25])[cH:10][c:11]3[c:12](=[O:16])[c:13]2[cH:14][cH:15]1. Yields the product OC(C(C(=O)OCC)C)C(F)(F)F (ethyl 3-hydroxy-2-methyl-4,4,4-trifluorobutanoate). The reactants are O=C(C(C(=O)OCC)C)C(F)(F)F (ethyl 3-keto-2-methyl-4,4,4-trifluorobutanoate), [BH4-].[Na+] (sodium borohydride). Run in C(C)O (ethanol). RXN SMILES: [O:1]=[C:2]([C:10]([F:13])([F:12])[F:11])[CH:3]([CH3:9])[C:4]([O:6][CH2:7][CH3:8])=[O:5].[BH4-].[Na+]>C(O)C>[OH:1][CH:2]([C:10]([F:11])([F:12])[F:13])[CH:3]([CH3:9])[C:4]([O:6][CH2:7][CH3:8])=[O:5] |f:1.2|. Reported procedure: To a solution of ethyl 3-keto-2-methyl-4,4,4-trifluorobutanoate (20.1 g, 0.10 moles) in 250 ml of absolute ethanol, cooled in an ice bath, was added sodium borohydride (1.0 g, 0.25 moles) in portions with stirring. The cooling bath was removed and the reaction stirred at room temperature for 30 minutes. Acetone (5 ml) was added to quench any remaining sodium borohydride and the solvents removed by distillation at atmospheric pressure using a Vigreaux column. The residue was diluted with 200 ml o... Starting materials: CCCCO, CNc1nc(Cl)ncc1Cl, Cl, COC(=O)c1ccc(N)c(OC(F)F)c1, C1COCCO1. The product is CNc1nc(Nc2ccc(C(=O)OC)cc2OC(F)F)ncc1Cl. As a reaction SMILES: [CH2:33]([OH:34])[CH2:35][CH2:36][CH3:37].[Cl:16][c:17]1[n:18][cH:19][c:20]([Cl:25])[c:21]([NH:23][CH3:24])[n:22]1.[ClH:26].[NH2:1][c:2]1[c:3]([O:12][CH:13]([F:14])[F:15])[cH:4][c:5]([C:6](=[O:7])[O:8][CH3:9])[cH:10][cH:11]1.[O:27]1[CH2:28][CH2:29][O:30][CH2:31][CH2:32]1>>[NH:1]([c:2]1[c:3]([O:12][CH:13]([F:14])[F:15])[cH:4][c:5]([C:6](=[O:7])[O:8][CH3:9])[cH:10][cH:11]1)[c:17]1[n:18][cH:19][c:20]([Cl:25])[c:21]([NH:23][CH3:24])[n:22]1. Starting materials: Cl (hydrochloric acid), ClC=1C(=NC(=CC1)C1=CC=CC=C1)C1=CC=C(C(=O)OCC)C=C1 (ethyl 4-(3-chloro-6-phenyl-2-pyridyl)benzoate), [OH-].[Na+] (sodium hydroxide), O1CCCC1 (tetrahydrofuran). The solvent is O (water), C(C)O (ethanol). Run at temperature 60 celsius, time 1 hour. Product: ClC=1C(=NC(=CC1)C1=CC=CC=C1)C1=CC=C(C(=O)O)C=C1 (4-(3-chloro-6-phenyl-2-pyridyl)benzoic acid). Yield: 90.5%. As a reaction SMILES: [Cl:1][C:2]1[C:3]([C:14]2[CH:24]=[CH:23][C:17]([C:18]([O:20]CC)=[O:19])=[CH:16][CH:15]=2)=[N:4][C:5]([C:8]2[CH:13]=[CH:12][CH:11]=[CH:10][CH:9]=2)=[CH:6][CH:7]=1.[OH-].[Na+].O1CCCC1.Cl>O.C(O)C>[Cl:1][C:2]1[C:3]([C:14]2[CH:15]=[CH:16][C:17]([C:18]([OH:20])=[O:19])=[CH:23][CH:24]=2)=[N:4][C:5]([C:8]2[CH:9]=[CH:10][CH:11]=[CH:12][CH:13]=2)=[CH:6][CH:7]=1 |f:1.2|. Procedure details: A mixture of ethyl 4-(3-chloro-6-phenyl-2-pyridyl)benzoate (1.00 g), 1M aqueous sodium hydroxide solution (5 ml), tetrahydrofuran (10 ml) and ethanol (20 ml) was stirred at 60° C. for 1 hr. After cooling, the reaction mixture was poured into water, and 1 M hydrochloric acid (5 ml) was added. The crystals were collected by filtration and recrystallized from tetrahydrofuran-hexane to give 4-(3-chloro-6-phenyl-2-pyridyl)benzoic acid (0.83 g, yield 91%) as colorless crystals. melting point: 254–255°... The reactants are C(C1=CC=CC=C1)N([C@@H]([C@H](CN(C)CCCC1=CC=C(C=C1)F)O)C)CC1=CC=CC=C1 ((2S,3R)-3-(dibenzylamino)-1-[[3-(4-fluorophenyl)propyl](methyl)amino]butan-2-ol), CC(=O)O (HOAc). The reagents and catalysts are [OH-].[OH-].[Pd+2] (Pd(OH)2). Run in CO (MeOH), CCOCC (Et2O), CO (MeOH). Reaction conditions: time 8 hour. The product is N[C@@H]([C@H](CN(C)CCCC1=CC=C(C=C1)F)O)C ((2S,3R)-3-amino-1-[[3-(4-fluorophenyl)propyl](methyl)amino]butan-2-ol). Yield: 84.7%. RXN SMILES: C([N:8](CC1C=CC=CC=1)[C@H:9]([CH3:25])[C@@H:10]([OH:24])[CH2:11][N:12]([CH2:14][CH2:15][CH2:16][C:17]1[CH:22]=[CH:21][C:20]([F:23])=[CH:19][CH:18]=1)[CH3:13])C1C=CC=CC=1.CC(O)=O>CO.CCOCC.[OH-].[OH-].[Pd+2]>[NH2:8][C@H:9]([CH3:25])[C@@H:10]([OH:24])[CH2:11][N:12]([CH2:14][CH2:15][CH2:16][C:17]1[CH:18]=[CH:19][C:20]([F:23])=[CH:21][CH:22]=1)[CH3:13] |f:4.5.6|. Procedure: Pd(OH)2 was carefully wetted down under N2 with 10 mL of MeOH then the product of Step f (1.15 g) dissolved in 40 mL of MeOH was added followed by 50 mL of HOAc. The mixture was hydrogenated overnight on a Parr shaker at 50 PSI. Worked up by filtering off the catalyst under N2 through a fiberglass filter paper and vacuum. The filtrate was stripped to obtain an oily residue which was dissolved in 25 mL of Et2O and washed 2 times with 1N NaOH, 1 time with brine, dried (Na2SO4) and stripped to give... The reactants are Cl, NC(=O)c1c(F)cccc1F, [H-], [Na+], CN(C)C=O, OCc1ccccc1. Product: NC(=O)c1c(F)cccc1OCc1ccccc1. RXN SMILES: [ClH:22].[F:11][c:12]1[c:13]([C:14](=[O:15])[NH2:16])[c:17]([F:21])[cH:18][cH:19][cH:20]1.[H-:9].[Na+:10].[O:23]=[CH:24][N:25]([CH3:26])[CH3:27].[OH:1][CH2:2][c:3]1[cH:4][cH:5][cH:6][cH:7][cH:8]1>>[O:1]([CH2:2][c:3]1[cH:4][cH:5][cH:6][cH:7][cH:8]1)[c:17]1[c:13]([C:14](=[O:15])[NH2:16])[c:12]([F:11])[cH:20][cH:19][cH:18]1.